From a dataset of the Open Reaction Database (ORD), a public repository of structured organic reaction records. describe an organic reaction: reactants, conditions, products, and yield The reactants are O=C1C(C(NC=2C=CC=C(C12)C(=O)OC)C1=CC=CC=C1)C1=CC=CC=C1 (methyl 4-oxo-2,3-diphenyl-1,2,3,4-tetrahydroquinoline-5-carboxylate), O.NN (hydrazine monohydrate). Solvent: O (water). Yields the product C1(=CC=CC=C1)C1C(C2=NNC(C=3C=CC=C(C23)N1)=O)C1=CC=CC=C1 (8,9-diphenyl-8,9-dihydro-2H-pyrido[4,3,2-de]phthalazin-3(7H)-one). The yield is 16.0%. As a reaction SMILES: O=[C:2]1[C:11]2[C:10]([C:12](OC)=O)=[CH:9][CH:8]=[CH:7][C:6]=2[NH:5][CH:4]([C:16]2[CH:21]=[CH:20][CH:19]=[CH:18][CH:17]=2)[CH:3]1[C:22]1[CH:27]=[CH:26][CH:25]=[CH:24][CH:23]=1.[OH2:28].[NH2:29][NH2:30]>O>[C:16]1([CH:4]2[NH:5][C:6]3[C:11]4[C:2](=[N:29][NH:30][C:12](=[O:28])[C:10]=4[CH:9]=[CH:8][CH:7]=3)[CH:3]2[C:22]2[CH:27]=[CH:26][CH:25]=[CH:24][CH:23]=2)[CH:17]=[CH:18][CH:19]=[CH:20][CH:21]=1 |f:1.2|. Procedure: A mixture of methyl 4-oxo-2,3-diphenyl-1,2,3,4-tetrahydroquinoline-5-carboxylate (100 mg, mmol) in hydrazine monohydrate (25 mL) was heated to reflux for 20 hr. The mixture was diluted with water (30 mL), extracted with ethyl acetate (30 mL×3). The combined organic layers were washed with brine, dried over anhydrous sodium sulfate, and concentrated to give crude product. The crude product was purified by chromatography (silica gel, petroleum ether/ethyl acetate=20:1 to 8:1) to give 8,9-diphenyl-... Starting materials: ClCCl, COCCCc1cc(O)cc(C=O)c1, O=S(=O)(Cl)Cl. The product is COCCCc1cc(O)c(Cl)c(C=O)c1. As a reaction SMILES: [Cl:20][CH2:21][Cl:22].[OH:1][c:2]1[cH:3][c:4]([CH:5]=[O:6])[cH:7][c:8]([CH2:10][CH2:11][CH2:12][O:13][CH3:14])[cH:9]1.[S:15]([Cl:16])(=[O:17])([Cl:18])=[O:19]>>[OH:1][c:2]1[c:3]([Cl:18])[c:4]([CH:5]=[O:6])[cH:7][c:8]([CH2:10][CH2:11][CH2:12][O:13][CH3:14])[cH:9]1. Reactants: C(C)(CC)OCCl (sec-butoxymethyl chloride), C(C)(CC)OCCl (sec-butoxymethyl chloride), C([O-])([O-])=O.[K+].[K+] (potassium carbonate), C(C1=CC=CC=C1)N1C=NC=2N(C(NC(C12)=O)=O)CC (7-benzyl-3-ethylxanthine). Run in CO (methanol), O (water), CN(C=O)C (dimethylformamide), O (water). Reaction conditions: time 1 hour. Product: C(C1=CC=CC=C1)N1C=NC=2N(C(N(C(C12)=O)COC(C)CC)=O)CC (7-Benzyl-1-sec-butoxymethyl-3-ethylxanthine). RXN SMILES: C(=O)([O-])[O-].[K+].[K+].[CH2:7]([N:14]1[C:22]2[C:21](=[O:23])[NH:20][C:19](=[O:24])[N:18]([CH2:25][CH3:26])[C:17]=2[N:16]=[CH:15]1)[C:8]1[CH:13]=[CH:12][CH:11]=[CH:10][CH:9]=1.[CH:27]([O:31][CH2:32]Cl)([CH2:29][CH3:30])[CH3:28]>CN(C)C=O.O.CO>[CH2:7]([N:14]1[C:22]2[C:21](=[O:23])[N:20]([CH2:32][O:31][CH:27]([CH2:29][CH3:30])[CH3:28])[C:19](=[O:24])[N:18]([CH2:25][CH3:26])[C:17]=2[N:16]=[CH:15]1)[C:8]1[CH:13]=[CH:12][CH:11]=[CH:10][CH:9]=1 |f:0.1.2|. Procedure details: 2.45 g (18.0 mmol) of potassium carbonate were added at 60° C. to a suspension of 3.0 g (11.0 mmol) of 7-benzyl-3-ethylxanthine (prepared according to Example 5a) in 60 ml of dimethylformamide and the mixture was stirred at this temperature for one hour. 1.77 g (14.0 mmol) of sec-butoxymethyl chloride were then added dropwise and the mixture was stirred at 80° C. for 5 hours. 0.7 g (5.5 mmol) of sec-butoxymethyl chloride was then added again and the mixture was stirred for a further 3 hours. 12 ... Starting materials: S1C(=CC=C1)CCN (2-(2-Thienyl)-ethylamine), CN(C1=CC=C(C=O)C=C1)C (4-dimethylaminobenzaldehyde). The solvent is C(C)O (ethanol). Conditions: time 15 hour. Product: CN(C1=CC=C(C=C1)C=NCCC=1SC=CC1)C (dimethyl-{4-[(2-thiophen-2-yl-ethylimino)-methyl]-phenyl}-amine). Isolated yield 67.0%. RXN SMILES: [S:1]1[CH:5]=[CH:4][CH:3]=[C:2]1[CH2:6][CH2:7][NH2:8].[CH3:9][N:10]([CH3:19])[C:11]1[CH:18]=[CH:17][C:14]([CH:15]=O)=[CH:13][CH:12]=1>C(O)C>[CH3:9][N:10]([CH3:19])[C:11]1[CH:18]=[CH:17][C:14]([CH:15]=[N:8][CH2:7][CH2:6][C:2]2[S:1][CH:5]=[CH:4][CH:3]=2)=[CH:13][CH:12]=1. Procedure: 2-(2-Thienyl)-ethylamine (5 g, 39.4 mmol), 4-dimethylaminobenzaldehyde (5.9 g, 94 mmol) triethylamine (6 ml) and ethanol (150 ml) were mixed at room temperature. The reaction mixture was stirred at room temperature for 15 hours. The reaction mixture was concentrated to 75 ml by evaporation in vacuo and the solid formed was filtered and dried to afford 6.82 g (67%) dimethyl-{4-[(2-thiophen-2-yl-ethylimino)-methyl]-phenyl}-amine.